This data is from the Open Reaction Database (ORD), a public repository of structured organic reaction records. The task is: describe an organic reaction: reactants, conditions, products, and yield Reactants: C(=O)([O-])[O-].[K+].[K+] (K2CO3), BrC1=NN(C2=CC=CC(=C12)[N+](=O)[O-])CC1=NC(=CC=C1)C(C)C (3-bromo-1-((6-isopropylpyridin-2-yl)methyl)-4-nitro-1H-indazole), CB(O)O (methylboronic acid), C1(CCCCC1)P(C1=C(C=CC=C1)C1=C(C(=CC=C1OC)S(=O)(=O)[O-])OC)C1CCCCC1.[Na+] (sodium 2′-(dicyclohexylphosphino)-2,6-dimethoxybiphenyl-3-sulfonate). The reagents and catalysts are C(C)(=O)O[Pd]OC(C)=O (diacetoxypalladium). The solvent is O1CCOCC1.O (1,4-dioxane H2O). Reaction conditions: temperature 0 celsius, time 20 minute. Yields the product C(C)(C)C1=CC=CC(=N1)CN1N=C(C2=C(C=CC=C12)[N+](=O)[O-])C (1-((6-isopropylpyridin-2-yl)methyl)-3-methyl-4-nitro-1H-indazole). As a reaction SMILES: C([O-])([O-])=O.[K+].[K+].Br[C:8]1[C:16]2[C:11](=[CH:12][CH:13]=[CH:14][C:15]=2[N+:17]([O-:19])=[O:18])[N:10]([CH2:20][C:21]2[CH:26]=[CH:25][CH:24]=[C:23]([CH:27]([CH3:29])[CH3:28])[N:22]=2)[N:9]=1.[CH3:30]B(O)O.C1(P(C2CCCCC2)C2C=CC=CC=2C2C(OC)=CC=C(S([O-])(=O)=O)C=2OC)CCCCC1.[Na+]>C(O[Pd]OC(=O)C)(=O)C.O1CCOCC1.O>[CH:27]([C:23]1[N:22]=[C:21]([CH2:20][N:10]2[C:11]3[C:16](=[C:15]([N+:17]([O-:19])=[O:18])[CH:14]=[CH:13][CH:12]=3)[C:8]([CH3:30])=[N:9]2)[CH:26]=[CH:25][CH:24]=1)([CH3:29])[CH3:28] |f:0.1.2,5.6,8.9|. Procedure details: A first flask was charged with 1,4-dioxane/H2O (30 mL/5 mL). The flask was cooled to 0° C. and vacuum was applied for 20 minutes. A second flask was charged with K2CO3 (2.92 g, 21.1 mmol), 3-bromo-1-((6-isopropylpyridin-2-yl)methyl)-4-nitro-1H-indazole (1.98 g, 5.28 mmol), diacetoxypalladium (0.0592 g, 0.264 mmol), methylboronic acid (0.948 g, 15.8 mmol) and sodium 2′-(dicyclohexylphosphino)-2,6-dimethoxybiphenyl-3-sulfonate (0.270 g, 0.528 mmol). The second flask was evacuated with vacuum and b... The reactants are Cl.Cl.CN1CCN(CC1)C1CC=2C=CC(=CC2CC1)C(=O)O (6-(4-methyl-piperazin-1-yl)-5,6,7,8-tetrahydro-naphthalene-2-carboxylic acid dihydrochloride), NCCN1CCCC1 (N-(2-aminoethyl)pyrrolidine). Reaction SMILES: Cl.Cl.[CH3:3][N:4]1[CH2:9][CH2:8][N:7]([CH:10]2[CH2:19][CH2:18][C:17]3[CH:16]=[C:15]([C:20]([OH:22])=O)[CH:14]=[CH:13][C:12]=3[CH2:11]2)[CH2:6][CH2:5]1.[NH2:23][CH2:24][CH2:25][N:26]1[CH2:30][CH2:29][CH2:28][CH2:27]1>>[N:26]1([CH2:25][CH2:24][NH:23][C:20]([C:15]2[CH:16]=[CH:17][C:18]3[CH2:19][CH:10]([N:7]4[CH2:8][CH2:9][N:4]([CH3:3])[CH2:5][CH2:6]4)[CH2:11][CH2:12][C:13]=3[CH:14]=2)=[O:22])[CH2:30][CH2:29][CH2:28][CH2:27]1 |f:0.1.2|. Procedure details: 6-(4-Methyl-piperazin-1-yl)-5,6,7,8-tetrahydro-naphthalene-2-carboxylic acid (2-pyrrolidin-1-yl-ethyl)-amide is prepared from 6-(4-methyl-piperazin-1-yl)-5,6,7,8-tetrahydro-naphthalene-2-carboxylic acid dihydrochloride and N-(2-aminoethyl)pyrrolidine in a manner substantially analogous to Procedure B (See herein Example 8). Observed mass 371 (M++1). Product: N1(CCCC1)CCNC(=O)C1=CC=2CCC(CC2C=C1)N1CCN(CC1)C (6-(4-Methyl-piperazin-1-yl)-5,6,7,8-tetrahydro-naphthalene-2-carboxylic acid (2-pyrrolidin-1-yl-ethyl)-amide).